Dataset: the Open Reaction Database (ORD), a public repository of structured organic reaction records. Task: describe an organic reaction: reactants, conditions, products, and yield Reactants: FC(F)(F)OCCOCC1=CC=C(C=C1)Br (2-(4-bromobenzyloxy)ethyl trifluoromethyl ether), C([O-])(O)=O.[K+] (potassium bicarbonate), [O-]S(=O)(=O)[O-].[Mg+2] (MgSO4), C1(=CC=CC=C1)SC (thioanisole), FC(C(=O)O)(F)F (trifluoroacetic acid). Run in C(Cl)(Cl)Cl (chloroform). Reaction conditions: time 24 hour. The product is FC(F)(F)OCCOC(C(F)(F)F)=O (2-(trifluoroacetoxy)ethyl trifluoromethyl ether). RXN SMILES: [F:1][C:2]([O:5][CH2:6][CH2:7]OCC1C=CC(Br)=CC=1)([F:4])[F:3].C1(SC)C=CC=CC=1.[F:25][C:26]([F:31])([F:30])[C:27]([OH:29])=[O:28].C(=O)(O)[O-].[K+].[O-]S([O-])(=O)=O.[Mg+2]>C(Cl)(Cl)Cl>[F:1][C:2]([O:5][CH2:6][CH2:7][O:28][C:27](=[O:29])[C:26]([F:31])([F:30])[F:25])([F:4])[F:3] |f:3.4,5.6|. Procedure: Combine 2-(4-bromobenzyloxy)ethyl trifluoromethyl ether (2.4 g, 8.1 mmol), thioanisole (28.5 mL, 243 mmol), and trifluoroacetic acid (30 mL). After 24 hours, add potassium bicarbonate to neutralize. Add MgSO4 and chloroform (30 mL). Filter and distill through a short path distillation apparatus to give 2-(trifluoroacetoxy)ethyl trifluoromethyl ether containing chloroform which can be used without further purification. Reactants: ClC=1C(=NC(=NC1)SC)C(=O)C1=C(C=CC=C1)OC(F)F ([5-chloro-2-(methylsulfanyl)pyrimidin-4-yl][2-(difluoromethoxy)phenyl]methanone), SCC(=O)OC (methyl sulfanylacetate), C([O-])([O-])=O.[K+].[K+] (potassium carbonate), C(C)#N (acetonitrile). The solvent is Cl (hydrochloric acid). Conditions: temperature 60 celsius. The product is FC(OC1=C(C=CC=C1)C1=C(SC2=C1N=C(N=C2)SC)C(=O)OC)F (methyl 7-[2-(difluoromethoxy)phenyl]-2-(methylsulfanyl)thieno[3,2-d]pyrimidine-6-carboxylate). Yield: 97.9%. RXN SMILES: Cl[C:2]1[C:3]([C:10]([C:12]2[CH:17]=[CH:16][CH:15]=[CH:14][C:13]=2[O:18][CH:19]([F:21])[F:20])=O)=[N:4][C:5]([S:8][CH3:9])=[N:6][CH:7]=1.[SH:22][CH2:23][C:24]([O:26][CH3:27])=[O:25].C(=O)([O-])[O-].[K+].[K+].C(#N)C>Cl>[F:20][CH:19]([F:21])[O:18][C:13]1[CH:14]=[CH:15][CH:16]=[CH:17][C:12]=1[C:10]1[C:3]2[N:4]=[C:5]([S:8][CH3:9])[N:6]=[CH:7][C:2]=2[S:22][C:23]=1[C:24]([O:26][CH3:27])=[O:25] |f:2.3.4|. Reported procedure: A mixture of 303 mg of [5-chloro-2-(methylsulfanyl)pyrimidin-4-yl][2-(difluoromethoxy)phenyl]methanone 7, 107 mg of methyl sulfanylacetate, 253 mg of potassium carbonate and 5 ml of acetonitrile is microwave-heated in a sealed tube at 60° C. for 4 h. The mixture is diluted with a 0.5 N aqueous hydrochloric acid solution and extracted twice with ethyl acetate and once with dichloromethane. The organic phases are dried over magnesium sulfate, filtered, and then concentrated under vacuum so as to o... Reactants: COC=1C=C(C=O)C=CC1OC (3,4-Dimethoxy-benzaldehyde), Cl.NO (hydroxylamine hydrochloride), C(=O)=O (carbon dioxide), C(C)(=O)OC(C)=O (acetic anhydride), [OH-].[Na+] (sodium hydroxide). The solvent is O (water), C(C)O (ethanol), O (water). Conditions: time 8 hour. Product: COC=1C=C(C#N)C=CC1OC (3,4-Dimethoxybenzonitrile). RXN SMILES: [CH3:1][O:2][C:3]1[CH:4]=[C:5]([CH:8]=[CH:9][C:10]=1[O:11][CH3:12])[CH:6]=O.Cl.[NH2:14]O.[OH-].[Na+].C(=O)=O.C(OC(=O)C)(=O)C>C(O)C.O>[CH3:1][O:2][C:3]1[CH:4]=[C:5]([CH:8]=[CH:9][C:10]=1[O:11][CH3:12])[C:6]#[N:14] |f:1.2,3.4|. Reported procedure: 3,4-Dimethoxy-benzaldehyde (287 g, 1.73 moles) in ethanol (1 liter) is treated with a solution of hydroxylamine hydrochloride (147 g, 2.12 moles) in water (200 ml) followed by addition of 17N sodium hydroxide (150 ml). The reaction mixture is stirred overnight at room temperature, poured on ice, and solid carbon dioxide is added until the solution is neutral. Extraction with methylene chloride followed by drying and evaporation of the extracts gives an orange oil. Distilled acetic anhydride (410... The reactants are BrC1=CC2=CC=C(C=C2C=C1)C=C (2-Bromo-6-vinyl-naphthalene), CC1NCCC1 (2-methylpyrrolidine), C(CCC)[Li] (n-butyllithium). The product is BrC=1C=C2C=CC(=CC2=CC1)CCN1C(CCC1)C (1-[2-(6-bromo-naphthalen-2-yl)-ethyl]-2-methyl-pyrrolidine). As a reaction SMILES: [Br:1][C:2]1[CH:11]=[CH:10][C:9]2[C:4](=[CH:5][CH:6]=[C:7]([CH:12]=[CH2:13])[CH:8]=2)[CH:3]=1.[CH3:14][CH:15]1[CH2:19][CH2:18][CH2:17][NH:16]1.C([Li])CCC>>[Br:1][C:2]1[CH:3]=[C:4]2[C:9](=[CH:10][CH:11]=1)[CH:8]=[C:7]([CH2:12][CH2:13][N:16]1[CH2:17][CH2:18][CH2:19][CH:15]1[CH3:14])[CH:6]=[CH:5]2. Reported procedure: 2-Bromo-6-vinyl-naphthalene is treated with a 2-methylpyrrolidine anion generated with n-butyllithium to provide 1-[2-(6-bromo-naphthalen-2-yl)-ethyl]-2-methyl-pyrrolidine. Preferably, about 1.2 to about 2.5 molar equivalents of 2-methylpyrrolidine are used for the reaction. The reaction typically is accomplished in an organic solvent, for example, THF, methyl-t-butyl ether (MTBE), Et2O, and DME. The preferred solvent is tetrahydrofuran (THF). The n-butyllithium is added to a THF solution of 2-m...